From a dataset of the Open Reaction Database (ORD), a public repository of structured organic reaction records. describe an organic reaction: reactants, conditions, products, and yield Product: BrC=1C(N(C(=CC1OCC1=C(CNC(OC)=O)C=C(C=C1)F)C)C1=C(C=CC(=C1)C(=O)NC)C)=O (methyl 2-{[(3-bromo-6-methyl-1-{2-methyl-5-[(methylamino)carbonyl]phenyl}-2-oxo-1,2-dihydropyridin-4-yl)oxy]methyl}-5-fluorobenzylcarbamate). Run at time 15 minute. Solvent: CN(C)C=O (DMF). Procedure: To a cooled (−10° C.) solution of 3-[3-bromo-4-[(4-fluoro-2-{[(methoxycarbonyl)amino]methyl}benzyl)oxy]-6-methyl-2-oxopyridin-1(2H)-yl]-4-methylbenzoic acid (0.07 g, 0.13 mmol) in DMF (2.0 mL) was added isobutyl chloroformate (0.02 mL, 0.16 mmol) and 4-methylmorpholine (0.02 mL, 0.16 mmol). After 15 min, 2.0M methylamine in THF (0.01 mL, 0.20 mmol) was added. Solvent removed by distillation after 30 min. Crude product purified by preparatory HPLC. Acetonitrile was evaporated and the solution was... The reactants are BrC=1C(N(C(=CC1OCC1=C(C=C(C=C1)F)CNC(=O)OC)C)C=1C=C(C(=O)O)C=CC1C)=O (3-[3-bromo-4-[(4-fluoro-2-{[(methoxycarbonyl)amino]methyl}benzyl)oxy]-6-methyl-2-oxopyridin-1(2H)-yl]-4-methylbenzoic acid), CN (methylamine), C1CCOC1 (THF), ClC(=O)OCC(C)C (isobutyl chloroformate), CN1CCOCC1 (4-methylmorpholine). RXN SMILES: [Br:1][C:2]1[C:3](=[O:34])[N:4]([C:24]2[CH:25]=[C:26]([CH:30]=[CH:31][C:32]=2[CH3:33])[C:27](O)=[O:28])[C:5]([CH3:23])=[CH:6][C:7]=1[O:8][CH2:9][C:10]1[CH:15]=[CH:14][C:13]([F:16])=[CH:12][C:11]=1[CH2:17][NH:18][C:19]([O:21][CH3:22])=[O:20].ClC(OCC(C)C)=O.[CH3:43][N:44]1CCOCC1.CN.C1COCC1>CN(C=O)C>[Br:1][C:2]1[C:3](=[O:34])[N:4]([C:24]2[CH:25]=[C:26]([C:27]([NH:44][CH3:43])=[O:28])[CH:30]=[CH:31][C:32]=2[CH3:33])[C:5]([CH3:23])=[CH:6][C:7]=1[O:8][CH2:9][C:10]1[CH:15]=[CH:14][C:13]([F:16])=[CH:12][C:11]=1[CH2:17][NH:18][C:19](=[O:20])[O:21][CH3:22]. Starting materials: C(CC)[C@@H]1CC[C@H](CC1)CO (Trans-4-n-propylcyclohexylmethanol), red phosphorus, BrBr (Bromine). Solvent: CCOCC (ether). Run at temperature 180 celsius. The product is C(CC)[C@@H]1CC[C@H](CC1)CBr (trans-4-n-propylcyclohexylmethyl bromide). As a reaction SMILES: [CH2:1]([C@H:4]1[CH2:9][CH2:8][C@H:7]([CH2:10]O)[CH2:6][CH2:5]1)[CH2:2][CH3:3].[Br:12]Br>CCOCC>[CH2:1]([C@H:4]1[CH2:9][CH2:8][C@H:7]([CH2:10][Br:12])[CH2:6][CH2:5]1)[CH2:2][CH3:3]. Procedure: Trans-4-n-propylcyclohexylmethanol (0.12 mole) was added to red phosphorus (0.03 g atom) and warmed gently (ca 30° C.) using an oil bath. Bromine (0.14 mole) was added dropwise to the mixture. When addition was complete (about 1/2 hour) the temperature of the oil bath was raised to 180° C. for one hour. After this time, the mixture was allowed to cool, shaken with ether and filtered. The filtrate was washed with water, then dried (Na2SO4). The ether was removed by distillation and the residue di...